From a dataset of the Open Reaction Database (ORD), a public repository of structured organic reaction records. describe an organic reaction: reactants, conditions, products, and yield The reactants are CCN=C=O, ClCCl, CCOc1ccc(-c2c(C#N)c3ccc(N)cc3n2CC)cc1. The product is CCNC(=O)Nc1ccc2c(C#N)c(-c3ccc(OCC)cc3)n(CC)c2c1. As a reaction SMILES: [CH2:24]([CH3:25])[N:26]=[C:27]=[O:28].[Cl:29][CH2:30][Cl:31].[NH2:1][c:2]1[cH:3][cH:4][c:5]2[c:6]([C:22]#[N:23])[c:7](-[c:13]3[cH:14][cH:15][c:16]([O:19][CH2:20][CH3:21])[cH:17][cH:18]3)[n:8]([CH2:11][CH3:12])[c:9]2[cH:10]1>>[NH:1]([c:2]1[cH:3][cH:4][c:5]2[c:6]([C:22]#[N:23])[c:7](-[c:13]3[cH:14][cH:15][c:16]([O:19][CH2:20][CH3:21])[cH:17][cH:18]3)[n:8]([CH2:11][CH3:12])[c:9]2[cH:10]1)[C:27]([NH:26][CH2:24][CH3:25])=[O:28]. Starting materials: COC1=NC=2CCN(C(C2C=C1)=O)C=1C=NC=C(C1)OC (2-Methoxy-6-(5-methoxy-pyridin-3-yl)-7,8-dihydro-6H-[1,6]naphthyridin-5one). Procedure details: 2-Methoxy-6-(5-methoxy-pyridin-3-yl)-7,8-dihydro-6H-[1,6]naphthyridin-5one (445 mg, 1.56 mmol) (example 97) was suspended in 2 mL of aq. conc. HCl in 1,4-dioxane (2:1) and heated at 80° C. for 3 hours before the solvent was removed in vacuo. After extraction between EtOAc and H2O, the organic layer was washed with aq. satd. NaHCO3 solution, brine, dried over anhy. Na2SO4, filtered and concentrated in vacuo to give a crude product which was purified by prep-HPLC to yield the title compound (4.9 m... RXN SMILES: C[O:2][C:3]1[CH:12]=[CH:11][C:10]2[C:9](=[O:13])[N:8]([C:14]3[CH:15]=[N:16][CH:17]=[C:18]([O:20][CH3:21])[CH:19]=3)[CH2:7][CH2:6][C:5]=2[N:4]=1>Cl.O1CCOCC1>[OH:2][C:3]1[CH:12]=[CH:11][C:10]2[C:9](=[O:13])[N:8]([C:14]3[CH:15]=[N:16][CH:17]=[C:18]([O:20][CH3:21])[CH:19]=3)[CH2:7][CH2:6][C:5]=2[N:4]=1. The product is OC1=NC=2CCN(C(C2C=C1)=O)C=1C=NC=C(C1)OC (2-Hydroxy-6-(5-methoxy-pyridin-3-yl)-7,8-dihydro-6H-[1,6]naphthyridin-5-one). Reaction conditions: temperature 80 celsius. Solvent: Cl (HCl), O1CCOCC1 (1,4-dioxane). Yield: 1.2%. Starting materials: BrCC(C1=C(C=C(C=C1)Cl)Cl)O (α-bromomethyl-2,4-dichlorobenzyl alcohol), ClC1=CC=C(COCC2OC=CCC2)C=C1 (2-(4-chlorobenzyloxymethyl)-3,4-dihydro-2H-pyran). The reagents and catalysts are O=P(Cl)(Cl)Cl (phosphorus oxytrichloride). Solvent: C(C)OCC (diethyl ether). Product: ClC1=CC=C(COC[C@H]2CCC[C@@H](O2)OC(CBr)C2=C(C=C(C=C2)Cl)Cl)C=C1 (trans-6-(4-chlorobenzyloxymethyl)-2-[2-bromo-1-(2,4-dichlorophenyl)ethoxy]tetrahydropyran). Yield: 69.2%. Reaction SMILES: [Br:1][CH2:2][CH:3]([OH:12])[C:4]1[CH:9]=[CH:8][C:7]([Cl:10])=[CH:6][C:5]=1[Cl:11].[Cl:13][C:14]1[CH:28]=[CH:27][C:17]([CH2:18][O:19][CH2:20][CH:21]2[CH2:26][CH2:25][CH:24]=[CH:23][O:22]2)=[CH:16][CH:15]=1>C(OCC)C.O=P(Cl)(Cl)Cl>[Cl:13][C:14]1[CH:15]=[CH:16][C:17]([CH2:18][O:19][CH2:20][C@@H:21]2[O:22][C@@H:23]([O:12][CH:3]([C:4]3[CH:9]=[CH:8][C:7]([Cl:10])=[CH:6][C:5]=3[Cl:11])[CH2:2][Br:1])[CH2:24][CH2:25][CH2:26]2)=[CH:27][CH:28]=1. Procedure: 102 mg of α-bromomethyl-2,4-dichlorobenzyl alcohol and the 82 mg of 2-(4-chlorobenzyloxymethyl)-3,4-dihydro-2H-pyran prepared above were then dissolved in 2 ml of diethyl ether, and one drop of phosphorus oxytrichloride was then added. The mixture was then allowed to react at room temperature for 4 days, after which it was treated and the product purified essentially as described in Example 34(a), to give 121 mg of trans-6-(4-chlorobenzyloxymethyl)-2-[2-bromo-1-(2,4-dichlorophenyl)ethoxy]tetrahy... Starting materials: OCCCCC1=CC=C(S1)C(=O)OC (Methyl 5-(4-hydroxybutyl)thiophene-2-carboxylate), [I-] (iodide). Yields the product ICCCC1=CC=C(S1)C(=O)OC (Methyl 5-(3-iodopropyl)thiophene-2-carboxylate). RXN SMILES: OC[CH2:3][CH2:4][CH2:5][C:6]1[S:10][C:9]([C:11]([O:13][CH3:14])=[O:12])=[CH:8][CH:7]=1.[I-:15]>>[I:15][CH2:3][CH2:4][CH2:5][C:6]1[S:10][C:9]([C:11]([O:13][CH3:14])=[O:12])=[CH:8][CH:7]=1. Reported procedure: Methyl 5-(4-hydroxybutyl)thiophene-2-carboxylate 112 (1.07 g, 4.99 mmol) was converted to 1.61 g (99%) iodide 113 according to the procedures described in Example 5.